This data is from the Open Reaction Database (ORD), a public repository of structured organic reaction records. The task is: describe an organic reaction: reactants, conditions, products, and yield The reactants are COC1=CC=C(C=C1)S(=O)(=O)NC1=CC=C(C=C1)N1CCC(CC1)=O (4-Methoxy-N-[4-(4-oxo-piperidine-1-yl)-phenyl]benzenesulfonamide), Cl.NC[C@H](O)C1=CC(=CC=C1)Cl ((1R)-2-Amino-1-(3-chloro-phenyl)-ethanol hydrochloride). Product: O[C@@H](CNC1CCN(CC1)C1=CC=C(C=C1)NS(=O)(=O)C1=CC=C(C=C1)OC)C1=CC=CC=C1 (N-[4-(4-{[(2R)-2-Hydroxy-2-phenylethyl]amino}-1-piperidineyl)phenyl]-4-methoxybenzenesulfonamide). RXN SMILES: [CH3:1][O:2][C:3]1[CH:8]=[CH:7][C:6]([S:9]([NH:12][C:13]2[CH:18]=[CH:17][C:16]([N:19]3[CH2:24][CH2:23][C:22](=O)[CH2:21][CH2:20]3)=[CH:15][CH:14]=2)(=[O:11])=[O:10])=[CH:5][CH:4]=1.Cl.[NH2:27][CH2:28][C@@H:29]([C:31]1[CH:36]=[CH:35][CH:34]=[C:33](Cl)[CH:32]=1)[OH:30]>>[OH:30][C@H:29]([C:31]1[CH:36]=[CH:35][CH:34]=[CH:33][CH:32]=1)[CH2:28][NH:27][CH:22]1[CH2:23][CH2:24][N:19]([C:16]2[CH:17]=[CH:18][C:13]([NH:12][S:9]([C:6]3[CH:5]=[CH:4][C:3]([O:2][CH3:1])=[CH:8][CH:7]=3)(=[O:10])=[O:11])=[CH:14][CH:15]=2)[CH2:20][CH2:21]1 |f:1.2|. Procedure details: The title compound was prepared from 4-methoxy-N-[4-(4-oxo-piperidine-1-yl)-phenyl]-benzenesulfonamide (which was obtained in Example 218) and (1R)-2-amino-1-(3-chloro-phenyl)-ethanol hydrochloride (which was obtained in Example 1) according to the procedure of Example 255 as a white solid; 1H NMR (300 MHz, DMSO-d6) δ 1.55-1.75 (m, 2H), 2.05-2.15 (m, 2H), 2.50-3.10 (m, 5H), 3.50-3.70 (m, 2H), 3.79 (s, 3H), 4.90-5.05 (m, 1H), 6.10-6.20 (m, 1H), 6.79 (d, J=9.0 Hz, 2H), 6.89 (d, J=9.0 Hz, 2H), 7.05... Starting materials: ClC1=NC=C(C(=N1)NC1CCCC1)C#CCO (3-(2-chloro-4-(cyclopentylamino)pyrimidin-5-yl)prop-2-yn-1-ol), peroxide, [F-].C(CCC)[N+](CCCC)(CCCC)CCCC (tetrabutylammonium fluoride), solution. The solvent is C1CCOC1 (THF). Run at temperature 25 celsius, time 10 minute. The product is ClC=1N=CC2=C(N1)N(C(=C2)CO)C2CCCC2 ((2-chloro-7-cyclopentyl-7H-pyrrolo[2,3-d]pyrimidin-6-yl)methanol). Reaction SMILES: [Cl:1][C:2]1[N:7]=[C:6]([NH:8][CH:9]2[CH2:13][CH2:12][CH2:11][CH2:10]2)[C:5]([C:14]#[C:15][CH2:16][OH:17])=[CH:4][N:3]=1.[F-].C([N+](CCCC)(CCCC)CCCC)CCC>C1COCC1>[Cl:1][C:2]1[N:3]=[CH:4][C:5]2[CH:14]=[C:15]([CH2:16][OH:17])[N:8]([CH:9]3[CH2:13][CH2:12][CH2:11][CH2:10]3)[C:6]=2[N:7]=1 |f:1.2|. Procedure details: A dry nitrogen-flushed 5 L 4-neck round bottom flask is charged with 100 g (Purity: 98%, 0.389 mol 1.0 eq.) of 3-(2-chloro-4-(cyclopentylamino)pyrimidin-5-yl)prop-2-yn-1-ol, (A1d), 880 g (1000 mL) of peroxide free tetrahydrofuran and 753 g, (856 mL) of tetrabutylammonium fluoride, 1.0M solution in THF. The content is stirred at 25° C. for 10 min, and then the solution is warmed to 60° C. This temperature is maintained for 1.5 h until the starting material, A1d, is ≦2.5±0.5% as determined by HPLC... Starting materials: C1(C=2C(C(N1CC(CCC(C)=O)=O)=O)=CC=CC2)=O (6-phthalimido-2,5-hexanedione), C(C)(=O)[O-].[NH4+] (ammonium acetate), [Cl-].[NH4+] (ammonium chloride). Run in C(C)(=O)O (acetic acid). Product: C1(C=2C(C(N1CC=1NC(=CC1)C)=O)=CC=CC2)=O (2-(Phthalimido-methyl)-5-methyl-pyrrole). Reaction SMILES: [C:1]1(=[O:19])[N:5]([CH2:6][C:7](=O)[CH2:8][CH2:9][C:10](=O)[CH3:11])[C:4](=[O:14])[C:3]2=[CH:15][CH:16]=[CH:17][CH:18]=[C:2]12.C([O-])(=O)C.[NH4+:24].[Cl-].[NH4+]>C(O)(=O)C>[C:1]1(=[O:19])[N:5]([CH2:6][C:7]2[NH:24][C:10]([CH3:11])=[CH:9][CH:8]=2)[C:4](=[O:14])[C:3]2=[CH:15][CH:16]=[CH:17][CH:18]=[C:2]12 |f:1.2,3.4|. Reported procedure: 36.3 g (0.14 mol) of 6-phthalimido-2,5-hexanedione, 54 g (0.7 mol) of ammonium acetate and 1 g of ammonium chloride are stirred in 700 ml of acetic acid at 80° C. for 1 hour and the mixture is worked up as in Example 1. Reactants: CS(C)=O, Cc1ccc(NC(=O)c2ccc(F)c(Cl)c2)cc1O, NCCO. Product: Cc1ccc(NC(=O)c2ccc(NCCO)c(Cl)c2)cc1O. As a reaction SMILES: [CH3:24][S:25]([CH3:26])=[O:27].[Cl:1][c:2]1[cH:3][c:4]([C:5](=[O:6])[NH:7][c:8]2[cH:9][c:10]([OH:15])[c:11]([CH3:14])[cH:12][cH:13]2)[cH:16][cH:17][c:18]1[F:19].[NH2:20][CH2:21][CH2:22][OH:23]>>[Cl:1][c:2]1[cH:3][c:4]([C:5](=[O:6])[NH:7][c:8]2[cH:9][c:10]([OH:15])[c:11]([CH3:14])[cH:12][cH:13]2)[cH:16][cH:17][c:18]1[NH:20][CH2:21][CH2:22][OH:23].